From a dataset of the Open Reaction Database (ORD), a public repository of structured organic reaction records. describe an organic reaction: reactants, conditions, products, and yield Reactants: ClCCl, CC1(C)C(C=CC(=O)O)C1C(=O)OC(C#N)c1cccc(Oc2ccccc2)c1, O=S(Cl)Cl. The product is CC1(C)C(C=CC(=O)OCCl)C1C(=O)OC(C#N)c1cccc(Oc2ccccc2)c1. Reaction SMILES: [CH2:34]([Cl:35])[Cl:36].[CH3:1][C:2]1([CH3:29])[CH:3]([C:10](=[O:11])[O:12][CH:13]([c:14]2[cH:15][c:16]([O:20][c:21]3[cH:22][cH:23][cH:24][cH:25][cH:26]3)[cH:17][cH:18][cH:19]2)[C:27]#[N:28])[CH:4]1[CH:5]=[CH:6][C:7]([OH:8])=[O:9].[S:30]([Cl:31])([Cl:32])=[O:33]>>[CH3:1][C:2]1([CH3:29])[CH:3]([C:10](=[O:11])[O:12][CH:13]([c:14]2[cH:15][c:16]([O:20][c:21]3[cH:22][cH:23][cH:24][cH:25][cH:26]3)[cH:17][cH:18][cH:19]2)[C:27]#[N:28])[CH:4]1[CH:5]=[CH:6][C:7](=[O:8])[O:9][CH2:34][Cl:35]. The reactants are CCOC(=O)C1(N)Cc2ccccc2C1, CCN(C(C)C)C(C)C, ClCCl, O=S(=O)(Cl)c1cccc2cccnc12. The product is CCOC(=O)C1(NS(=O)(=O)c2cccc3cccnc23)Cc2ccccc2C1. Reaction SMILES: [CH2:15]([CH3:16])[O:17][C:18](=[O:19])[C:20]1([NH2:29])[CH2:21][c:22]2[cH:23][cH:24][cH:25][cH:26][c:27]2[CH2:28]1.[CH:30]([N:31]([CH2:32][CH3:33])[CH:34]([CH3:35])[CH3:36])([CH3:37])[CH3:38].[Cl:39][CH2:40][Cl:41].[n:1]1[cH:2][cH:3][cH:4][c:5]2[cH:6][cH:7][cH:8][c:9]([S:11](=[O:12])(=[O:13])[Cl:14])[c:10]12>>[n:1]1[cH:2][cH:3][cH:4][c:5]2[cH:6][cH:7][cH:8][c:9]([S:11](=[O:12])(=[O:13])[NH:29][C:20]3([C:18]([O:17][CH2:15][CH3:16])=[O:19])[CH2:21][c:22]4[cH:23][cH:24][cH:25][cH:26][c:27]4[CH2:28]3)[c:10]12. Starting materials: 1.06, N-cyclohexyl-N',N',N",N"-tetramethylguanidine, C1(=CC=CC=C1)C1=CC=CC=C1 (biphenyl), C(=O)=O (CO2), C(=O)=O (carbon dioxide), C(C)OCC (diethyl ether), C(=O)=O (carbon dioxide), C(C=C)Cl (allyl chloride), C(=O)=O (CO2), C(N)([O-])=O (carbamate), C(C=C)Cl (allyl chloride). Run in C(COCCO)O (diethylene glycol), CC#N (CH3CN), CC#N (CH3CN). Run at temperature 55 celsius. Product: C(COCCO)O.C(C=C)OC(OCC=C)=O (Diethylene glycol bis-allylcarbonate). The yield is 84.0%. Reaction SMILES: C1([C:7]2[CH:12]=[CH:11]C=CC=2)C=CC=CC=1.[C:13](=[O:15])=[O:14].[CH2:16](Cl)[CH:17]=[CH2:18].[C:20](=[O:23])([O-:22])N.[CH2:24]([O:26][CH2:27]C)C>CC#N.C(O)COCCO>[CH2:13]([OH:15])[CH2:24][O:26][CH2:27][CH2:20][OH:23].[CH2:16]([O:14][C:13](=[O:22])[O:15][CH2:11][CH:12]=[CH2:7])[CH:17]=[CH2:18] |f:7.8|. Procedure: A Fischer Porter bottle was charged with 1.06 (0.01 mol) diethylene glycol, 5.3 g (0.027 mol) N-cyclohexyl-N',N',N",N"-tetramethylguanidine, 154 mg biphenyl as G.C. internal standard and 20 mL CH3CN. The Fischer-Porter bottle was attached to a pressure head and at room temperature with stirring was added 80 psig carbon dioxide. Addition of CO2 resulted in an exothermic reaction with a rise in temperature to ca. 40° C. Into a second Fischer-Porter bottle was added 4.6 g (0.06 mol) allyl chloride ...